describe an organic reaction: reactants, conditions, products, and yield From a dataset of the Open Reaction Database (ORD), a public repository of structured organic reaction records. Reactants: N(=O)[O-].[Na+] (Sodium nitrite), C (charcoal), NC=1C=CC(=C(C(=O)O)C1)Cl (5-Amino-2-chlorobenzoic acid), N(=O)[O-].[Na+] (sodium nitrite). The solvent is O (water), O (water), S(O)(O)(=O)=O (sulphuric acid). Reaction conditions: temperature 5 celsius, time 45 minute. Product: ClC1=C(C(=O)O)C=C(C=C1)O (2-Chloro-5-hydroxybenzoic acid). Yield: 78.1%. Reaction SMILES: N[C:2]1[CH:3]=[CH:4][C:5]([Cl:11])=[C:6]([CH:10]=1)[C:7]([OH:9])=[O:8].N([O-])=[O:13].[Na+].C>S(=O)(=O)(O)O.O>[Cl:11][C:5]1[CH:4]=[CH:3][C:2]([OH:13])=[CH:10][C:6]=1[C:7]([OH:9])=[O:8] |f:1.2|. Procedure details: 5-Amino-2-chlorobenzoic acid (85%, 10 g, 49.7 mmol) was suspended in diluted sulphuric acid (1.25%, 800 mL) and cooled to 5° C. on an ice bath. Sodium nitrite (5 g, 72 mmol) dissolved in water (150 mL) was added slowly while keeping the temperature of the reaction below 5° C. After addition of the sodium nitrite the reaction was stirred for another 45 min at 5-10° C. until a clear solution was obtained. The reaction mixture was poured into hot (70-85° C.) water (1.5 L), charcoal added and the re... Reactants: C(#C)C1=C(N)C(=CC(=C1)F)F (2-ethynyl-4,6-difluoroaniline). The reagents and catalysts are O.O.[Au](Cl)(Cl)Cl.[Na] (sodium gold(III) chloride dihydrate). Solvent: C(C)O (ethanol). Conditions: time 3 hour. Product: FC=1C=C2C=CNC2=C(C1)F (5,7-Difluoro-1H-indole). Isolated yield 68.7%. As a reaction SMILES: [C:1]([C:3]1[CH:9]=[C:8]([F:10])[CH:7]=[C:6]([F:11])[C:4]=1[NH2:5])#[CH:2]>C(O)C.O.O.[Au](Cl)(Cl)Cl.[Na]>[F:10][C:8]1[CH:9]=[C:3]2[C:4](=[C:6]([F:11])[CH:7]=1)[NH:5][CH:2]=[CH:1]2 |f:2.3.4.5,^1:20|. Reported procedure: The impure 2-ethynyl-4,6-difluoroaniline (4.2 g, 19 mmol) from the previous example was dissolved in ethanol (75 mL), treated with sodium gold(III) chloride dihydrate (310 mg, 0.77 mmol) and stirred for 3 h under an atmosphere of nitrogen. The mixture was concentrated, taken up in ethyl acetate, washed with water, washed with sat. NaCl, dried over sodium sulfate (Na2SO4) and evaporated. Purification by flash chromatography (SiO2, 100-200 mesh; eluting with 0-15% EtOAc in hexanes containing 2% ac...